From a dataset of the Open Reaction Database (ORD), a public repository of structured organic reaction records. describe an organic reaction: reactants, conditions, products, and yield Yield: 77.3%. As a reaction SMILES: C[O:2][C:3]1[CH:8]=[CH:7][C:6]([CH2:9][CH2:10][CH2:11][CH2:12][CH2:13][CH2:14][C:15]2[CH:20]=[CH:19][C:18]([O:21]C)=[CH:17][CH:16]=2)=[CH:5][CH:4]=1.Br.C(O)(=O)C>CCOCC>[OH:2][C:3]1[CH:4]=[CH:5][C:6]([CH2:9][CH2:10][CH2:11][CH2:12][CH2:13][CH2:14][C:15]2[CH:16]=[CH:17][C:18]([OH:21])=[CH:19][CH:20]=2)=[CH:7][CH:8]=1. Reactants: COC1=CC=C(C=C1)CCCCCCC1=CC=C(C=C1)OC (1,6-Bis(4-methoxyphenyl)hexane), Br (HBr), C(C)(=O)O (acetic acid). Yields the product OC1=CC=C(C=C1)CCCCCCC1=CC=C(C=C1)O (1,6-Bis(4-hydroxyphenyl)hexane). Run in CCOCC (ether). Procedure details: A mixture 40.0 g of 1,6-bis(4-methoxyphenyl)hexane of Example 2, 150 ml of HBr (48%) and 150 ml of glacial acetic acid was refluxed for 5 hours. It was concentrated by evaporation to give a dark brown semi-solid. This was dissolved in ether, washed with water, dried over anhydrous magnesium sulfate and concentrated to give 28.0 g of dark brown semi-solid. The reactants are CCOC(C)=O, CCCCCC, Cc1c(C)c2c(c(C)c1NC(=O)OCC(Cl)(Cl)Cl)C(c1ccc(C(C)C)cc1)CO2, CC(C)(N)CO. Yields the product Cc1c(C)c2c(c(C)c1NC(=O)NC(C)(C)CO)C(c1ccc(C(C)C)cc1)CO2. As a reaction SMILES: [C:37]([O:38][CH2:39][CH3:40])(=[O:41])[CH3:42].[CH3:43][CH2:44][CH2:45][CH2:46][CH2:47][CH3:48].[CH:1]([CH3:2])([CH3:3])[c:4]1[cH:5][cH:6][c:7]([CH:10]2[CH2:11][O:12][c:13]3[c:14]2[c:15]([CH3:30])[c:16]([NH:21][C:22]([O:23][CH2:24][C:25]([Cl:26])([Cl:27])[Cl:28])=[O:29])[c:17]([CH3:20])[c:18]3[CH3:19])[cH:8][cH:9]1.[NH2:31][C:32]([CH2:33][OH:34])([CH3:35])[CH3:36]>>[CH:1]([CH3:2])([CH3:3])[c:4]1[cH:5][cH:6][c:7]([CH:10]2[CH2:11][O:12][c:13]3[c:14]2[c:15]([CH3:30])[c:16]([NH:21][C:22](=[O:29])[NH:31][C:32]([CH2:33][OH:34])([CH3:35])[CH3:36])[c:17]([CH3:20])[c:18]3[CH3:19])[cH:8][cH:9]1.